Dataset: the Open Reaction Database (ORD), a public repository of structured organic reaction records. Task: describe an organic reaction: reactants, conditions, products, and yield The reactants are ClC=1C(=NC=CN1)NCC1CCN(CC1)S(=O)(=O)CCC1=CC=CC=C1 ((3-chloro-pyrazin-2-yl)-[1-(2-phenyl-ethanesulfonyl)-piperidin-4-ylmethyl]-amine), [H][H] (hydrogen). Reagents/catalysts: [Pd] (palladium on carbon). Run in C(C)O.C(C)N(CC)CC (ethanol triethylamine). Yields the product C1(=CC=CC=C1)CCS(=O)(=O)N1CCC(CC1)CNC1=NC=CN=C1 ([1-(2-Phenyl-ethanesulfonyl)-piperidin-4-ylmethyl]-pyrazin-2-yl-amine). Reaction SMILES: Cl[C:2]1[C:3]([NH:8][CH2:9][CH:10]2[CH2:15][CH2:14][N:13]([S:16]([CH2:19][CH2:20][C:21]3[CH:26]=[CH:25][CH:24]=[CH:23][CH:22]=3)(=[O:18])=[O:17])[CH2:12][CH2:11]2)=[N:4][CH:5]=[CH:6][N:7]=1.[H][H]>C(O)C.C(N(CC)CC)C.[Pd]>[C:21]1([CH2:20][CH2:19][S:16]([N:13]2[CH2:12][CH2:11][CH:10]([CH2:9][NH:8][C:3]3[CH:2]=[N:7][CH:6]=[CH:5][N:4]=3)[CH2:15][CH2:14]2)(=[O:18])=[O:17])[CH:22]=[CH:23][CH:24]=[CH:25][CH:26]=1 |f:2.3|. Procedure details: EXAMPLE 90 was prepared from (3-chloro-pyrazin-2-yl)-[1-(2-phenyl-ethanesulfonyl)-piperidin-4-ylmethyl]-amine by hydrogenation in ethanol-triethylamine over 5% palladium on carbon, 1 atm of hydrogen: MS (m+1)=361.